The task is: describe an organic reaction: reactants, conditions, products, and yield. This data is from the Open Reaction Database (ORD), a public repository of structured organic reaction records. The product is C(#N)C=1C=NN2C1N=CC=C2C=2C=C(C=CC2)N(C(C)=O)C (N-[3-(3-Cyanopyrazolo[1,5-a]pyrimidin-7-yl)phenyl]-N-methylacetamide). The reactants are NC1=NNC=C1C#N (3-aminopyrazole-4-carbonitrile), CN(C=CC(=O)C=1C=C(C=CC1)N(C(C)=O)C)C (N-[3-[3-(dimethylamino)-1-oxo-2-propenyl]phenyl]-N-methylacetamide). Reaction SMILES: [NH2:1][C:2]1[C:6]([C:7]#[N:8])=[CH:5][NH:4][N:3]=1.CN(C)[CH:11]=[CH:12][C:13]([C:15]1[CH:16]=[C:17]([N:21]([CH3:25])[C:22](=[O:24])[CH3:23])[CH:18]=[CH:19][CH:20]=1)=O>C(O)(=O)C>[C:7]([C:6]1[CH:5]=[N:4][N:3]2[C:13]([C:15]3[CH:16]=[C:17]([N:21]([CH3:25])[C:22](=[O:24])[CH3:23])[CH:18]=[CH:19][CH:20]=3)=[CH:12][CH:11]=[N:1][C:2]=12)#[N:8]. Run in C(C)(=O)O (acetic acid). Procedure details: A mixture of 540 mg of 3-aminopyrazole-4-carbonitrile, 1.23 g of N-[3-[3-(dimethylamino)-1-oxo-2-propenyl]phenyl]-N-methylacetamide and 50 ml of glacial acetic acid was heated at reflux for 8 hours then the solvent was removed: The residue was partitioned between saturated aqueous sodium bicarbonate and dichloromethane. The organic layer was separated, dried, passed through a pad of hydrous magnesium silicate and hexane was added to the refluxing filtrate to crystallize the product. The mixture ... Reactants: C(#C)C=1C=NN2C1N=C(C=C2C(F)(F)F)C2=CC=C(C=C2)C(F)(F)F (3-ethynyl-7-trifluoromethyl-5-(4-trifluoromethyl-phenyl)-pyrazolo[1,5-a]pyrimidine), NC1=NC=C(C=C1C)Br (2-amino-5-bromo-3-methylpyridine). Product: CC=1C(=NC=C(C1)C#CC=1C=NN2C1N=C(C=C2C(F)(F)F)C2=CC=C(C=C2)C(F)(F)F)N (3-Methyl-5-[7-trifluoromethyl-5-(4-trifluoromethyl-phenyl)-pyrazolo[1,5-a]pyrimidin-3-ylethynyl]-pyridin-2-ylamine), solid. Yield: 30.0%. As a reaction SMILES: [C:1]([C:3]1[CH:4]=[N:5][N:6]2[C:11]([C:12]([F:15])([F:14])[F:13])=[CH:10][C:9]([C:16]3[CH:21]=[CH:20][C:19]([C:22]([F:25])([F:24])[F:23])=[CH:18][CH:17]=3)=[N:8][C:7]=12)#[CH:2].[NH2:26][C:27]1[C:32]([CH3:33])=[CH:31][C:30](Br)=[CH:29][N:28]=1>>[CH3:33][C:32]1[C:27]([NH2:26])=[N:28][CH:29]=[C:30]([C:2]#[C:1][C:3]2[CH:4]=[N:5][N:6]3[C:11]([C:12]([F:14])([F:13])[F:15])=[CH:10][C:9]([C:16]4[CH:21]=[CH:20][C:19]([C:22]([F:25])([F:24])[F:23])=[CH:18][CH:17]=4)=[N:8][C:7]=23)[CH:31]=1. Procedure: The title compound was prepared from 3-ethynyl-7-trifluoromethyl-5-(4-trifluoromethyl-phenyl)-pyrazolo[1,5-a]pyrimidine (example C.1) (355 mg, 1.0 mmol) and commercially available 2-amino-5-bromo-3-methylpyridine (168 mg, 1.0 mmol) according to general procedure II. Obtained as a dark-red solid (140 mg, 30%). MS (ISP) 462.2 [(M+H)+]; mp 233-234° C. The reactants are O=C(O)c1ccc(Br)cc1NS(=O)(=O)c1cccc2nccnc12, C1CCCNCC1. The product is O=C(c1ccc(Br)cc1NS(=O)(=O)c1cccc2nccnc12)N1CCCCCC1. As a reaction SMILES: [Br:1][c:2]1[cH:3][c:4]([NH:11][S:12](=[O:13])(=[O:14])[c:15]2[c:16]3[n:17][cH:18][cH:19][n:20][c:21]3[cH:22][cH:23][cH:24]2)[c:5]([C:6](=[O:7])[OH:8])[cH:9][cH:10]1.[CH2:25]1[CH2:26][CH2:27][CH2:28][NH:29][CH2:30][CH2:31]1>>[Br:1][c:2]1[cH:3][c:4]([NH:11][S:12](=[O:13])(=[O:14])[c:15]2[c:16]3[n:17][cH:18][cH:19][n:20][c:21]3[cH:22][cH:23][cH:24]2)[c:5]([C:6](=[O:7])[N:29]2[CH2:28][CH2:27][CH2:26][CH2:25][CH2:31][CH2:30]2)[cH:9][cH:10]1. Starting materials: precipitate, C (charcoal), C(C)(C)C1=C(N)C=CC=C1 (o-Isopropylaniline), CCOCC (ether), Cl (HCl), CCOCC (ether). Solvent: C(C)O (ethanol). Yields the product Cl.C(C)(C)NC1=CC=CC=C1 (Isopropylaniline Hydrochloride). Reaction SMILES: C([C:4]1[CH:10]=[CH:9][CH:8]=[CH:7][C:5]=1[NH2:6])(C)C.[ClH:11].[CH4:12].CCO[CH2:16][CH3:17]>C(O)C>[ClH:11].[CH:16]([NH:6][C:5]1[CH:4]=[CH:10][CH:9]=[CH:8][CH:7]=1)([CH3:17])[CH3:12] |f:5.6|. Reported procedure: o-Isopropylaniline (11.2 g, 79.1 mmol) was dissolved in ether (60 ml) and the ether saturated with HCl gas was added dropwise to afford a white precipitate. The precipitate was collected and dried (13.0 g). The precipitate (2.23 g, 13.6 mmol) was dissolved in ethanol (6 ml), activated charcoal (500 mg) was added, and the mixture was filtered through celite filter aid. The resultant clear filtrate was placed in a centrifuge tube and ether (28 ml) was added slowly to give white needles (1.06 g, 6.... The reactants are CCCCCc1c(-c2ccccc2)[nH]c2ccc(Br)cc12, BrCc1ccccc1, CN(C)C=O. The product is CCCCCc1c(-c2ccccc2)n(Cc2ccccc2)c2ccc(Br)cc12. As a reaction SMILES: [Br:1][c:2]1[cH:3][c:4]2[c:5]([CH2:17][CH2:18][CH2:19][CH2:20][CH3:21])[c:6](-[c:11]3[cH:12][cH:13][cH:14][cH:15][cH:16]3)[nH:7][c:8]2[cH:9][cH:10]1.[Br:22][CH2:23][c:24]1[cH:25][cH:26][cH:27][cH:28][cH:29]1.[O:30]=[CH:31][N:32]([CH3:33])[CH3:34]>>[Br:1][c:2]1[cH:3][c:4]2[c:5]([CH2:17][CH2:18][CH2:19][CH2:20][CH3:21])[c:6](-[c:11]3[cH:12][cH:13][cH:14][cH:15][cH:16]3)[n:7]([CH2:23][c:24]3[cH:25][cH:26][cH:27][cH:28][cH:29]3)[c:8]2[cH:9][cH:10]1. Reported procedure: A suspension of 10.0 g of 6-ethyl-7-methoxy-5-methylimidazo[1,2-a]pyrimidine-2-carbonitrile of Step A and 20.0 g of Amberlite IRA-400 (base form) in 200 ml of water was stirred rapidly at reflux and after 41/2 hours, the mixture was cooled. Chloroform was added to dissolve the precipitated product and the two phase mixture was filtered to remove the Amberlite. The layers were separated and the aqueous phase was extracted with chloroform. The combined chloroform layers were dried over MgSO4, filt... The product is C(C)C=1C(=NC=2N(C1C)C=C(N2)C(=O)N)OC (6-ethyl-7-methoxy-5-methylimidazo[1,2-a]pyrimidine-2-carboxamide). The reactants are C(C)C=1C(=NC=2N(C1C)C=C(N2)C#N)OC (6-ethyl-7-methoxy-5-methylimidazo [1,2-a]pyrimidine-2-carbonitrile), C(Cl)(Cl)Cl (Chloroform), O (water). Isolated yield 97.0%. RXN SMILES: [CH2:1]([C:3]1[C:4]([O:15][CH3:16])=[N:5][C:6]2[N:7]([CH:10]=[C:11]([C:13]#[N:14])[N:12]=2)[C:8]=1[CH3:9])[CH3:2].C(Cl)(Cl)Cl.[OH2:21]>>[CH2:1]([C:3]1[C:4]([O:15][CH3:16])=[N:5][C:6]2[N:7]([CH:10]=[C:11]([C:13]([NH2:14])=[O:21])[N:12]=2)[C:8]=1[CH3:9])[CH3:2]. Starting materials: CC(C)(C)OC(=O)C=Cc1ccc(C=O)cn1, ClCCl, O=C(O)C(F)(F)F. The product is O=Cc1ccc(C=CC(=O)O)nc1. As a reaction SMILES: [C:1]([CH3:2])([CH3:3])([CH3:4])[O:5][C:6]([CH:7]=[CH:8][c:9]1[n:10][cH:11][c:12]([CH:15]=[O:16])[cH:13][cH:14]1)=[O:17].[Cl:25][CH2:26][Cl:27].[F:18][C:19]([F:20])([F:21])[C:22]([OH:23])=[O:24]>>[O:5]=[C:6]([CH:7]=[CH:8][c:9]1[n:10][cH:11][c:12]([CH:15]=[O:16])[cH:13][cH:14]1)[OH:17].